From a dataset of the Open Reaction Database (ORD), a public repository of structured organic reaction records. describe an organic reaction: reactants, conditions, products, and yield Reactants: NC1COCC1 (3-aminotetrahydrofuran), COC(=O)C1=CC(=NS1)OCC=1C(=NOC1C)CCCC (3-(3-butyl-5-methyl-isoxazol-4-ylmethoxy)-isothiazole-5-carboxylic acid methyl ester), COC(=O)C1=CC(=NO1)OCC=1C(=NOC1C)C1=NC=CC=C1 (3-(5-methyl-3-pyridin-2-yl-isoxazol-4-ylmethoxy)-isoxazole-5-carboxylic acid methyl ester). Yields the product C(C)(C)N (isopropyl amine), O1CC(CC1)NC(=O)C1=CC(=NS1)OCC=1C(=NOC1C)CCCC (3-(3-Butyl-5-methyl-isoxazol-4-ylmethoxy)-isothiazole-5-carboxylic acid (tetrahydro-furan-3-yl)-amide). The yield is 16.0%. As a reaction SMILES: CO[C:3]([C:5]1[S:9][N:8]=[C:7]([O:10][CH2:11][C:12]2[C:13]([CH2:18][CH2:19][CH2:20][CH3:21])=[N:14][O:15][C:16]=2[CH3:17])[CH:6]=1)=[O:4].COC(C1ON=C([O:31][CH2:32][C:33]2[C:34]([C:39]3C=CC=CN=3)=[N:35]OC=2C)C=1)=O.NC1CCOC1>>[CH:13]([NH2:14])([CH3:18])[CH3:12].[O:31]1[CH2:32][CH2:33][CH:34]([NH:35][C:3]([C:5]2[S:9][N:8]=[C:7]([O:10][CH2:11][C:12]3[C:13]([CH2:18][CH2:19][CH2:20][CH3:21])=[N:14][O:15][C:16]=3[CH3:17])[CH:6]=2)=[O:4])[CH2:39]1. Reported procedure: As described for example 14e, 3-(3-butyl-5-methyl-isoxazol-4-ylmethoxy)-isothiazole-5-carboxylic acid methyl ester (165 mg, 0.53 mmol), instead of 3-(5-methyl-3-pyridin-2-yl-isoxazol-4-ylmethoxy)-isoxazole-5-carboxylic acid methyl ester, was converted, using 3-aminotetrahydrofuran (56 mg, 0.64 mmol), instead of isopropyl amine, to the title compound (32 mg, 16%) which was obtained as a colourless gum after purification by chromatography (silica, heptane:ethyl acetate=4:1 to 0:1). MS: m/e=366.2 [... Reactants: CC1=C(C=C(C(=C1)NC1=NC=C(C(=N1)NC1=NNC(=C1)C)C(F)(F)F)C)C1CCC(CC1)=O (4-(2,5-dimethyl-4-(4-(5-methyl-1H-pyrazol-3-ylamino)-5-(trifluoromethyl)pyrimidin-2-ylamino)phenyl)cyclohexanone), N1CCOCC1 (morpholine), C(C)(=O)O (acetic acid), C(#N)[BH3-].[Na+] (Sodium cyanoborohydride). Run at time 1 hour. Yields the product CC1=C(C=C(C(=C1)[C@@H]1CC[C@H](CC1)N1CCOCC1)C)NC1=NC=C(C(=N1)NC1=NNC(=C1)C)C(F)(F)F (N2-(2,5-dimethyl-4-(trans-4-morpholinocyclohexyl)phenyl)-N4-(5-methyl-1H-pyrazol-3-yl)-5-(trifluoromethyl)pyrimidine-2,4-diamine). As a reaction SMILES: [CH3:1][C:2]1[CH:7]=[C:6]([NH:8][C:9]2[N:14]=[C:13]([NH:15][C:16]3[CH:20]=[C:19]([CH3:21])[NH:18][N:17]=3)[C:12]([C:22]([F:25])([F:24])[F:23])=[CH:11][N:10]=2)[C:5]([CH3:26])=[CH:4][C:3]=1[CH:27]1[CH2:32][CH2:31][C:30](=O)[CH2:29][CH2:28]1.[NH:34]1[CH2:39][CH2:38][O:37][CH2:36][CH2:35]1.C(O)(=O)C.C([BH3-])#N.[Na+]>>[CH3:26][C:5]1[CH:4]=[C:3]([C@H:27]2[CH2:32][CH2:31][C@H:30]([N:34]3[CH2:39][CH2:38][O:37][CH2:36][CH2:35]3)[CH2:29][CH2:28]2)[C:2]([CH3:1])=[CH:7][C:6]=1[NH:8][C:9]1[N:14]=[C:13]([NH:15][C:16]2[CH:20]=[C:19]([CH3:21])[NH:18][N:17]=2)[C:12]([C:22]([F:23])([F:24])[F:25])=[CH:11][N:10]=1 |f:3.4|. Procedure: A mixture of 4-(2,5-dimethyl-4-(4-(5-methyl-1H-pyrazol-3-ylamino)-5-(trifluoromethyl)pyrimidin-2-ylamino)phenyl)cyclohexanone (40 mg, 0.087 mmol), morpholine (15 μL, 0.174 mmol) and acetic acid (75 μL, 0.13 mmol) was stirred at room temperature for 1 h. Sodium cyanoborohydride (8.2 mg, 0.13 mmol) was added to the reaction and the reaction mixture was stirred overnight. The mixture was concentrated and purified by silica chromatography (MeOH/DCM 8:92) to afford N2-(2,5-dimethyl-4-(trans-4-morphol... Reaction SMILES: [CH2:1]([c:2]1[cH:3][cH:4][cH:5][cH:6][cH:7]1)[O:8][C:9](=[O:10])[CH:11]([CH2:12][CH2:13][c:14]1[cH:15][cH:16][cH:17][cH:18][cH:19]1)[NH:20][CH:21]1[C:22](=[O:41])[N:23]([CH2:33][C:34](=[O:35])[O:36][C:37]([CH3:38])([CH3:39])[CH3:40])[CH:24]([c:28]2[s:29][cH:30][cH:31][cH:32]2)[CH2:25][S:26][CH2:27]1.[OH:42][C:43]([C:44]([F:45])([F:46])[F:47])=[O:48]>>[CH2:1]([c:2]1[cH:3][cH:4][cH:5][cH:6][cH:7]1)[O:8][C:9](=[O:10])[CH:11]([CH2:12][CH2:13][c:14]1[cH:15][cH:16][cH:17][cH:18][cH:19]1)[NH:20][CH:21]1[C:22](=[O:41])[N:23]([CH2:33][C:34](=[O:35])[OH:36])[CH:24]([c:28]2[s:29][cH:30][cH:31][cH:32]2)[CH2:25][S:26][CH2:27]1. The reactants are CC(C)(C)OC(=O)CN1C(=O)C(NC(CCc2ccccc2)C(=O)OCc2ccccc2)CSCC1c1cccs1, O=C(O)C(F)(F)F. Product: O=C(O)CN1C(=O)C(NC(CCc2ccccc2)C(=O)OCc2ccccc2)CSCC1c1cccs1. Starting materials: F[B-](F)(F)F, COc1cccc(CCNCc2ccc(C(C)(C)C)cc2)c1, CCN(C(C)C)C(C)C, CN(C)C=O, O, CN(C)C(On1nnc2ccccc21)=[N+](C)C, O=C(O)c1cccc2cc[nH]c12. Yields the product COc1cccc(CCN(Cc2ccc(C(C)(C)C)cc2)C(=O)c2cccc3cc[nH]c23)c1. RXN SMILES: [B-:13]([F:14])([F:15])([F:16])[F:17].[C:44]([CH3:45])([CH3:46])([CH3:47])[c:48]1[cH:49][cH:50][c:51]([CH2:52][NH:53][CH2:54][CH2:55][c:56]2[cH:57][c:58]([O:62][CH3:63])[cH:59][cH:60][cH:61]2)[cH:64][cH:65]1.[CH:35]([N:36]([CH2:37][CH3:38])[CH:39]([CH3:40])[CH3:41])([CH3:42])[CH3:43].[O:66]=[CH:67][N:68]([CH3:69])[CH3:70].[OH2:71].[n:18]1([O:19][C:20]([N:21]([CH3:22])[CH3:23])=[N+:24]([CH3:25])[CH3:26])[c:27]2[cH:28][cH:29][cH:30][cH:31][c:32]2[n:33][n:34]1.[nH:1]1[cH:2][cH:3][c:4]2[cH:5][cH:6][cH:7][c:8]([C:10](=[O:11])[OH:12])[c:9]12>>[nH:1]1[cH:2][cH:3][c:4]2[cH:5][cH:6][cH:7][c:8]([C:10](=[O:12])[N:53]([CH2:52][c:51]3[cH:50][cH:49][c:48]([C:44]([CH3:45])([CH3:46])[CH3:47])[cH:65][cH:64]3)[CH2:54][CH2:55][c:56]3[cH:57][c:58]([O:62][CH3:63])[cH:59][cH:60][cH:61]3)[c:9]12. RXN SMILES: [CH3:42][N:43]([CH3:44])[CH:45]=[O:46].[Cl:29][CH2:30][c:31]1[n:32][c:33](-[c:36]2[o:37][cH:38][cH:39][cH:40]2)[s:34][cH:35]1.[H-:1].[Na+:2].[OH2:41].[OH:3][c:4]1[cH:5][cH:6][c:7]([CH2:8][n:9]2[cH:10][c:11]([CH2:20][CH2:21][C:22](=[O:23])[O:24][CH2:25][CH3:26])[c:12](-[c:14]3[cH:15][cH:16][cH:17][cH:18][cH:19]3)[cH:13]2)[cH:27][cH:28]1>>[O:3]([c:4]1[cH:5][cH:6][c:7]([CH2:8][n:9]2[cH:10][c:11]([CH2:20][CH2:21][C:22](=[O:23])[O:24][CH2:25][CH3:26])[c:12](-[c:14]3[cH:15][cH:16][cH:17][cH:18][cH:19]3)[cH:13]2)[cH:27][cH:28]1)[CH2:30][c:31]1[n:32][c:33](-[c:36]2[o:37][cH:38][cH:39][cH:40]2)[s:34][cH:35]1. Starting materials: CN(C)C=O, ClCc1csc(-c2ccco2)n1, [H-], [Na+], O, CCOC(=O)CCc1cn(Cc2ccc(O)cc2)cc1-c1ccccc1. Product: CCOC(=O)CCc1cn(Cc2ccc(OCc3csc(-c4ccco4)n3)cc2)cc1-c1ccccc1.